describe an organic reaction: reactants, conditions, products, and yield From a dataset of the Open Reaction Database (ORD), a public repository of structured organic reaction records. The reactants are C(C=C)NS(=O)(=O)C1=CC=CC=C1 (N-allylbenzenesulfonamide), [H-].[Na+] (sodium hydride), [Na] (sodium), CC(C1=C(C=CC=C1)Cl)Cl (α-methyl-2-chlorobenzyl chloride). Solvent: CN(C=O)C (N,N-dimethylformamide). Conditions: time 30 minute. Yields the product C(C=C)N(S(=O)(=O)C1=CC=CC=C1)C(C1=C(C=CC=C1)Cl)C (N-Allyl-N-(α-methyl-2-chlorobenzyl)benzenesulfonamide). Reaction SMILES: [CH2:1]([NH:4][S:5]([C:8]1[CH:13]=[CH:12][CH:11]=[CH:10][CH:9]=1)(=[O:7])=[O:6])[CH:2]=[CH2:3].[H-].[Na+].[Na].[CH3:17][CH:18](Cl)[C:19]1[CH:24]=[CH:23][CH:22]=[CH:21][C:20]=1[Cl:25]>CN(C)C=O>[CH2:1]([N:4]([CH:18]([CH3:17])[C:19]1[CH:24]=[CH:23][CH:22]=[CH:21][C:20]=1[Cl:25])[S:5]([C:8]1[CH:13]=[CH:12][CH:11]=[CH:10][CH:9]=1)(=[O:7])=[O:6])[CH:2]=[CH2:3] |f:1.2,^1:15|. Procedure: 1.97 g (0.01 mole) of N-allylbenzenesulfonamide was added to 0.58 g (0.012 mole) of 50% sodium hydride in 15 ml of dry N,N-dimethylformamide. The mixture was stirred at room temperature for 30 minutes to react them. To the resulting sodium salt was added 2.10 g (0.012 mole) of α-methyl-2-chlorobenzyl chloride. The mixture was stirred at room temperature for 1 hour. The N,N-dimethyl formamide was distilled off under reduced pressure, and cold water was added. The resulting oil layer was extracted... The reactants are C(C)(=O)OC(C(=O)NC1=C(C=C(C=C1)S(=O)(=O)C1=CC=CC=C1)C(=O)O)(C(F)(F)F)C (2-Acetoxy-N-(2-carboxy-4-phenylsulfonylphenyl)-3,3,3-trifluoro-2-methylpropionamide), C(=O)N (formamide). Run in O (water). Product: FC(C(C)(O)C1=NC2=CC=C(C=C2C(N1)=O)S(=O)(=O)C1=CC=CC=C1)(F)F (1,1,1-Trifluoro-2-(6-phenylsulfonylquinazolin-4-one-2-yl)-propan-2-ol). RXN SMILES: C([O:4][C:5]([CH3:31])([C:27]([F:30])([F:29])[F:28])[C:6]([NH:8][C:9]1[CH:14]=[CH:13][C:12]([S:15]([C:18]2[CH:23]=[CH:22][CH:21]=[CH:20][CH:19]=2)(=[O:17])=[O:16])=[CH:11][C:10]=1[C:24](O)=[O:25])=O)(=O)C.C([NH2:34])=O>O>[F:29][C:27]([F:28])([F:30])[C:5]([C:6]1[NH:34][C:24](=[O:25])[C:10]2[C:9](=[CH:14][CH:13]=[C:12]([S:15]([C:18]3[CH:19]=[CH:20][CH:21]=[CH:22][CH:23]=3)(=[O:16])=[O:17])[CH:11]=2)[N:8]=1)([OH:4])[CH3:31]. Reported procedure: 2-Acetoxy-N-(2-carboxy-4-phenylsulfonylphenyl)-3,3,3-trifluoro-2-methylpropionamide (100 mg) and formamide (2 mL) were mixed and heated at reflux for 1 hour. The reaction mixture was then cooled, poured into water and extracted with ethyl acetate. The ethyl acetate was washed (water, brine) dried (Na2SO4) and evaporated. The crude solid was treated with charcoal in ethyl acetate, and then crystallized from warm ethyl acetate by addition of hexanes to the cloud point, to give the title compound (... Reactants: C(C=1C(O)=CC=CC1)(=O)O (salicylic acid), [OH-].[Na+] (sodium hydroxide). Yields the product C(C=1C(O)=CC=CC1)(=O)[O-].[Na+] (sodium salicylate). As a reaction SMILES: [C:1]([OH:10])(=[O:9])[C:2]1[C:3](=[CH:5][CH:6]=[CH:7][CH:8]=1)[OH:4].[OH-].[Na+:12]>>[C:1]([O-:10])(=[O:9])[C:2]1[C:3](=[CH:5][CH:6]=[CH:7][CH:8]=1)[OH:4].[Na+:12] |f:1.2,3.4|. Procedure details: A blend of 17% by weight of sodium salicylate and 83% by weight of condensate were prepared by mixing 100 grams of 40% by weight of condensate, 8 grams of salicylic acid and 19 grams of dilute sodium hydroxide (1.3 grams in 100 grams water). The mixture contained 38.8% by weight solids and had a pH of 8.5. Starting materials: NCC1=CC=C(C=C1)B(O)O (4-(aminomethyl)phenylboronic acid), BrC1=CN=NC=C1 (4-bromopyridazine), C(=O)([O-])[O-].[Na+].[Na+] (Na2CO3), C(C)O (ethanol). The reagents and catalysts are C=1C=CC(=CC1)[P](C=2C=CC=CC2)(C=3C=CC=CC3)[Pd]([P](C=4C=CC=CC4)(C=5C=CC=CC5)C=6C=CC=CC6)([P](C=7C=CC=CC7)(C=8C=CC=CC8)C=9C=CC=CC9)[P](C=1C=CC=CC1)(C=1C=CC=CC1)C=1C=CC=CC1 (Pd(PPh3)4). Solvent: C1(=CC=CC=C1)C (toluene). Run at temperature 110 celsius, time 2 hour. The product is N1=NC=C(C=C1)C1=CC=C(C=C1)CN ((4-(pyridazin-4-yl)phenyl)methanamine). RXN SMILES: [NH2:1][CH2:2][C:3]1[CH:8]=[CH:7][C:6](B(O)O)=[CH:5][CH:4]=1.Br[C:13]1[CH:18]=[CH:17][N:16]=[N:15][CH:14]=1.C([O-])([O-])=O.[Na+].[Na+].C(O)C>C1C=CC([P]([Pd]([P](C2C=CC=CC=2)(C2C=CC=CC=2)C2C=CC=CC=2)([P](C2C=CC=CC=2)(C2C=CC=CC=2)C2C=CC=CC=2)[P](C2C=CC=CC=2)(C2C=CC=CC=2)C2C=CC=CC=2)(C2C=CC=CC=2)C2C=CC=CC=2)=CC=1.C1(C)C=CC=CC=1>[N:15]1[CH:14]=[CH:13][C:18]([C:6]2[CH:7]=[CH:8][C:3]([CH2:2][NH2:1])=[CH:4][CH:5]=2)=[CH:17][N:16]=1 |f:2.3.4,^1:31,33,52,71|. Reported procedure: To a sealed tube was added 4-(aminomethyl)phenylboronic acid 1-1 (1.87 g, 10 mmol), 4-bromopyridazine 1-2 (1.58 g, 10 mmol), Pd(PPh3)4 (230 mg, 0.2 mmol), saturated Na2CO3 (15 mL), ethanol (15 mL) and toluene (45 mL). The reaction was heated to 110° C. and stirred for 2 hours. The reaction was cooled down to room temperature. The solvent was removed by rotary evaporation. The residue was dissolved in 10% methanol in DCM. The salt was removed by filtration. The filtrate was dried. The crude produ... Reactants: C[O-].[Na+] (sodium methoxide), CO (methanol), FC(C(=O)N1CCN2C(=CC=3C=CC=CC23)CC1)(F)F (2,2,2-trifluoro-1-(1,2,4,5-tetrahydro-3H-[1,4]diazepino[1,7-a]indol-3-yl)-1-ethanone), ClS(=O)(=O)N=C=O (chlorosulfonyl isocyanate), CO (methanol). Run in ClCCl (dichloromethane). Conditions: time 1 hour. Product: C1CNCCN2C1=C(C=1C=CC=CC21)C(=O)N (2,3,4,5-tetrahydro-1H-[1,4]diazepino[1,7-a]indole-11-carboxamide). Isolated yield 37.3%. As a reaction SMILES: FC(F)(F)C([N:5]1[CH2:18][CH2:17][C:9]2=[CH:10][C:11]3[CH:12]=[CH:13][CH:14]=[CH:15][C:16]=3[N:8]2[CH2:7][CH2:6]1)=O.ClS([N:25]=[C:26]=[O:27])(=O)=O.CO.C[O-].[Na+]>ClCCl>[CH2:17]1[C:9]2=[C:10]([C:26]([NH2:25])=[O:27])[C:11]3[CH:12]=[CH:13][CH:14]=[CH:15][C:16]=3[N:8]2[CH2:7][CH2:6][NH:5][CH2:18]1 |f:3.4|. Reported procedure: A solution of 2,2,2-trifluoro-1-(1,2,4,5-tetrahydro-3H-[1,4]diazepino[1,7-a]indol-3-yl)-1-ethanone (448 mg, 1.6 mmol) in dichloromethane (20 mL) is treated with chlorosulfonyl isocyanate (0.19 mL, 2.1 mmol). The resulting golden homogenous solution is stirred for 1 hour and treated with methanol (10 mL) and a solution of 25% sodium methoxide in methanol (2 mL, 8.8 mmol). The reaction mixture quickly turns to a white suspension and after 30 min is filtered to give a crude white solid. This materi... Reactants: C(C)(C)(C)OC(=O)NCC1CN(CC1)CCCCN (4-(3-tert-Butoxycarbonylaminomethylpyrrolidin-1-yl)butylamine), C(CC)N=C=O (n-propyl isocyanate), NC1=CC(=C(C(=O)O)C=C1Cl)OC (4-amino-5-chloro-2-methoxybenzoic acid). Product: NC1=CC(=C(C(=O)NCC2CN(CC2)CCCCNC(=O)NCCC)C=C1Cl)OC (4-amino-5-chloro-2-methoxy-N-(1-(4-(3-n-propylureido)butyl)pyrrolidin-3-ylmethyl)benzamide). Reaction SMILES: C(O[C:6]([NH:8][CH2:9][CH:10]1[CH2:14][CH2:13][N:12]([CH2:15][CH2:16][CH2:17][CH2:18][NH2:19])[CH2:11]1)=[O:7])(C)(C)C.[CH2:20]([N:23]=[C:24]=[O:25])[CH2:21][CH3:22].[NH2:26][C:27]1[C:35]([Cl:36])=[CH:34][C:30](C(O)=O)=[C:29]([O:37][CH3:38])[CH:28]=1>>[NH2:26][C:27]1[C:35]([Cl:36])=[CH:34][C:30]([C:6]([NH:8][CH2:9][CH:10]2[CH2:14][CH2:13][N:12]([CH2:15][CH2:16][CH2:17][CH2:18][NH:19][C:24]([NH:23][CH2:20][CH2:21][CH3:22])=[O:25])[CH2:11]2)=[O:7])=[C:29]([O:37][CH3:38])[CH:28]=1. Procedure details: 4-(3-tert-Butoxycarbonylaminomethylpyrrolidin-1-yl)butylamine (1.10 g) as starting compound was reacted and treated in the same manner as in Example 34 using n-propyl isocyanate (0.42 ml) and 4-amino-5-chloro-2-methoxybenzoic acid (0.82 g) to give 4-amino-5-chloro-2-methoxy-N-(1-(4-(3-n-propylureido)butyl)pyrrolidin-3-ylmethyl)benzamide. Starting materials: ClCC=1N=C(OC1C)C1=CC=C(C(=O)OC)C=C1 (Methyl 4-[4-(Chloromethyl)-5-methyl-1,3-oxazol-2-yl]benzoate), CC1=CC=C(C=C1)S(=O)[O-].[Na+] (sodium 4-methylbenzenesulfinate). The product is CC1=C(N=C(O1)C1=CC=C(C(=O)OC)C=C1)CS(=O)(=O)C1=CC=C(C=C1)C (Methyl 4-(5-Methyl-4-{[(4-methylphenyl)sulfonyl]methyl}-1,3-oxazol-2-yl)benzoate). Isolated yield 87.7%. RXN SMILES: Cl[CH2:2][C:3]1[N:4]=[C:5]([C:9]2[CH:18]=[CH:17][C:12]([C:13]([O:15][CH3:16])=[O:14])=[CH:11][CH:10]=2)[O:6][C:7]=1[CH3:8].[CH3:19][C:20]1[CH:25]=[CH:24][C:23]([S:26]([O-:28])=[O:27])=[CH:22][CH:21]=1.[Na+]>>[CH3:8][C:7]1[O:6][C:5]([C:9]2[CH:18]=[CH:17][C:12]([C:13]([O:15][CH3:16])=[O:14])=[CH:11][CH:10]=2)=[N:4][C:3]=1[CH2:2][S:26]([C:23]1[CH:24]=[CH:25][C:20]([CH3:19])=[CH:21][CH:22]=1)(=[O:28])=[O:27] |f:1.2|. Procedure: A mixture of chloride 2 (1.54 g, 5.8 mmol) and sodium 4-methylbenzenesulfinate (1.08 g, 6.1 mmol) gave benzoate 3 (1.96 g, 88%) as a white powder: mp (EtOAc) 177-178° C.; 1H NMR (CDCl3) δ 8.08 (ddd, J=8.7, 2.0, 1.6 Hz, 2H, H-2, H-6), 7.92 (ddd, J=8.7, 2.0, 1.6 Hz, 2H, H-3, H-5), 7.69 (ddd, J=8.3, 1.9, 1.7 Hz, 2H, H-2′, H-6′), 7.30 (br d, J=8.3 Hz, 2H, H-3′, H-5′), 4.29 (s, 2H, CH2SO2), 3.94 (s, 3H, OCH3), 2.43 (s, 3H, CH3), 2.31 (s, 3H, CH3); MS m/z 386.5 (MH+, 100%). Anal. calcd for C20H19NO5S:...